This data is from the Open Reaction Database (ORD), a public repository of structured organic reaction records. The task is: describe an organic reaction: reactants, conditions, products, and yield Starting materials: Cl (hydrogen chloride), S(N)(=O)(=O)Cl (sulfamoyl chloride), N1(C=NC=C1)C=1C=C(OCCO)C=CC1 (2-[3(1H-imidazol-1-yl)phenoxy]ethanol). The solvent is C(C)#N (acetonitrile), C(C)#N (acetonitrile). Run at time 20 hour. Yields the product Cl.N1(C=NC=C1)C=1C=C(OCCOS(N)(=O)=O)C=CC1 (Sulfamic acid 2-[3(1H-imidazol-1-yl)phenoxy]ethyl ester hydrochloride). The yield is 50.0%. RXN SMILES: [S:1]([Cl:5])(=[O:4])(=[O:3])[NH2:2].[N:6]1([C:11]2[CH:12]=[C:13]([CH:18]=[CH:19][CH:20]=2)[O:14][CH2:15][CH2:16][OH:17])[CH:10]=[CH:9][N:8]=[CH:7]1.Cl>C(#N)C>[ClH:5].[N:6]1([C:11]2[CH:12]=[C:13]([CH:18]=[CH:19][CH:20]=2)[O:14][CH2:15][CH2:16][O:17][S:1](=[O:4])(=[O:3])[NH2:2])[CH:10]=[CH:9][N:8]=[CH:7]1 |f:4.5|. Reported procedure: A solution of sulfamoyl chloride (0.0275 mole) in 60 ml of acetonitrile was treated dropwise with a solution of 5.1 g (0.025 mole) of 2-[3(1H-imidazol-1-yl)phenoxy]ethanol in 100 ml of acetonitrile. The mixture was stirred at ambient temperature under nitrogen for 20 hr. The mixture was concentrated under vacuum, and the residue was partitioned between ethyl acetate and dilute potassium carbonate solution. The organic fraction was again concentrated under vacuum to a crystalline residue. This re... The reactants are O=S1(CCN(CC1)S(=O)(=O)Cl)=O (1,1-dioxo-thiomorpholine-4-sulfonyl chloride), [C@H]1(CCC2=CC=CC=C12)NC1=NC2=CC=C(C=C2C=C1)N ((R)—N2-indan-1-yl-quinoline-2,6-diamine). The product is [C@H]1(CCC2=CC=CC=C12)NC1=NC2=CC=C(C=C2C=C1)NS(=O)(=O)N1CCS(CC1)(=O)=O (1,1-Dioxo-thiomorpholine-4-sulfonic acid [2-((R)-indan-1-ylamino)-quinolin-6-yl]-amide). RXN SMILES: [O:1]=[S:2]1(=[O:12])[CH2:7][CH2:6][N:5]([S:8](Cl)(=[O:10])=[O:9])[CH2:4][CH2:3]1.[C@H:13]1([NH:22][C:23]2[CH:32]=[CH:31][C:30]3[C:25](=[CH:26][CH:27]=[C:28]([NH2:33])[CH:29]=3)[N:24]=2)[C:21]2[C:16](=[CH:17][CH:18]=[CH:19][CH:20]=2)[CH2:15][CH2:14]1>>[C@H:13]1([NH:22][C:23]2[CH:32]=[CH:31][C:30]3[C:25](=[CH:26][CH:27]=[C:28]([NH:33][S:8]([N:5]4[CH2:6][CH2:7][S:2](=[O:12])(=[O:1])[CH2:3][CH2:4]4)(=[O:10])=[O:9])[CH:29]=3)[N:24]=2)[C:21]2[C:16](=[CH:17][CH:18]=[CH:19][CH:20]=2)[CH2:15][CH2:14]1. Procedure details: The title compound was prepared in accordance with the general method described in example 66 from 1,1-dioxo-thiomorpholine-4-sulfonyl chloride and (R)—N2-indan-1-yl-quinoline-2,6-diamine; MS: m/e=473.7 (M+H+). The reactants are C(C)OC(CCC(N1C(C=2C(C1=O)=CC=CC2)=O)C(F)(F)F)=O (4-trifluoromethyl-4-phthalimidobutyric acid ethyl ester). Run in Cl (HCl). Product: NC(CCC(=O)O)C(F)(F)F (4-Amino-4-trifluoromethylbutyric acid). RXN SMILES: C([O:3][C:4](=[O:23])[CH2:5][CH2:6][CH:7]([C:19]([F:22])([F:21])[F:20])[N:8]1C(=O)C2=CC=CC=C2C1=O)C>Cl>[NH2:8][CH:7]([C:19]([F:20])([F:21])[F:22])[CH2:6][CH2:5][C:4]([OH:23])=[O:3]. Reported procedure: To a solution of 30 mmole of 4-trifluoromethyl-4-oxobutyric acid ethyl ester in 20 ml of ethanol cooled to 0° C. is added 30 mmole of sodium borohydride. The reaction mixture is stirred at 0° C. for 4 hours then acidified with M HCl to a pH of 1. The solvent is evaporated under reduced pressure and the residue is partitioned between water and ether. The organic phase is washed with brine, dried over magnesium sulfate and concentrated to give 4-trifluoromethyl-4-hydroxybutyric acid ethyl ester. A... The reactants are NC1=C(C=CC=C1)C(=O)C=1C=NC=CC1 ((2-aminophenyl)(3-pyridinyl)methanone), NC=1C(=NC=CC1)Cl (3-amino-2-chloropyridine). Yields the product NC=1C(=NC=CC1)NC1=C(C=CC=C1)C(=O)C=1C=NC=CC1 ([2-[(3-Amino-2-pyridinyl)amino]phenyl](3-pyridinyl)methanone). RXN SMILES: [NH2:1][C:2]1[CH:7]=[CH:6][CH:5]=[CH:4][C:3]=1[C:8]([C:10]1[CH:11]=[N:12][CH:13]=[CH:14][CH:15]=1)=[O:9].[NH2:16][C:17]1[C:18](Cl)=[N:19][CH:20]=[CH:21][CH:22]=1>>[NH2:16][C:17]1[C:18]([NH:1][C:2]2[CH:7]=[CH:6][CH:5]=[CH:4][C:3]=2[C:8]([C:10]2[CH:11]=[N:12][CH:13]=[CH:14][CH:15]=2)=[O:9])=[N:19][CH:20]=[CH:21][CH:22]=1. Reported procedure: The title compound is prepared by reacting (2-aminophenyl)(3-pyridinyl)methanone as prepared by Abramovitch R. A. & Tertzakian, G., Tetrahedron Letters, 1963, 1511-15 and Abramovitch, R. A. et al., Can. J. Chem. 43(4), 725-31 (1965) with 3-amino-2-chloropyridine. Reactants: C(C=C)ON=C1C[C@H](N(C1)C(=O)OC(C)(C)C)C(=O)O ((2S,4EZ)-4-[(allyloxy)-imino]-1-(tert-butoxycarbonyl)-2-pyrrolidinecarboxylic acid), ClC1=CC=C(OCC(=O)Cl)C=C1 ((4-chlorophenoxy)acetyl chloride), C(C)N1C2=CC=CC=C2C=2C=C(C=CC12)N (9-ethyl-9H-carbazol-3-amine). The product is C(C=C)ON=C1C[C@H](N(C1)C(COC1=CC=C(C=C1)Cl)=O)C(=O)NC=1C=CC=2N(C3=CC=CC=C3C2C1)CC ((2S,4EZ)-4-[(allyloxy)imino]-1-[(4-chlorophenoxy)acetyl]-N-(9-ethyl-9H-carbazol-3-yl)-2-pyrrolidinecarboxamide). RXN SMILES: [CH2:1]([O:4][N:5]=[C:6]1[CH2:10][N:9]([C:11]([O:13]C(C)(C)C)=O)[C@H:8]([C:18]([OH:20])=O)[CH2:7]1)[CH:2]=[CH2:3].[Cl:21][C:22]1[CH:32]=[CH:31][C:25]([O:26][CH2:27]C(Cl)=O)=[CH:24][CH:23]=1.[CH2:33]([N:35]1[C:47]2[CH:46]=[CH:45][C:44]([NH2:48])=[CH:43][C:42]=2[C:41]2[C:36]1=[CH:37][CH:38]=[CH:39][CH:40]=2)[CH3:34]>>[CH2:1]([O:4][N:5]=[C:6]1[CH2:10][N:9]([C:11](=[O:13])[CH2:27][O:26][C:25]2[CH:31]=[CH:32][C:22]([Cl:21])=[CH:23][CH:24]=2)[C@H:8]([C:18]([NH:48][C:44]2[CH:45]=[CH:46][C:47]3[N:35]([CH2:33][CH3:34])[C:36]4[C:41]([C:42]=3[CH:43]=2)=[CH:40][CH:39]=[CH:38][CH:37]=4)=[O:20])[CH2:7]1)[CH:2]=[CH2:3]. Reported procedure: Following the general method as outlined in Example 22, starting from (2S,4EZ)-4-[(allyloxy)-imino]-1-(tert-butoxycarbonyl)-2-pyrrolidinecarboxylic acid, (4-chlorophenoxy)acetyl chloride, and 9-ethyl-9H-carbazol-3-amine the title compound was obtained in 78% purity by LC/MS. MS(ESI+): m/z=545.4. The reactants are CCCCCC(O)C=CC1C=C(SC)C(=O)C1=CCCCCCC(=O)OC, CCOC(C)=O, ClCCl, [Na+], O=C(OO)c1cccc(Cl)c1, O=C([O-])O. Yields the product CCCCCC(O)C=CC1C=C(S(C)=O)C(=O)C1=CCCCCCC(=O)OC. RXN SMILES: [CH3:1][S:2][C:3]1=[CH:7][CH:6]([CH:8]=[CH:9][CH:10]([CH2:11][CH2:12][CH2:13][CH2:14][CH3:15])[OH:16])[C:5](=[CH:17][CH2:18][CH2:19][CH2:20][CH2:21][CH2:22][C:23](=[O:24])[O:25][CH3:26])[C:4]1=[O:27].[CH3:39][CH2:40][O:41][C:42](=[O:43])[CH3:44].[Cl:50][CH2:51][Cl:52].[Na+:45].[OH:28][O:29][C:30]([c:31]1[cH:32][c:33]([Cl:34])[cH:35][cH:36][cH:37]1)=[O:38].[OH:46][C:47](=[O:48])[O-:49]>>[CH3:1][S:2]([C:3]1=[CH:7][CH:6]([CH:8]=[CH:9][CH:10]([CH2:11][CH2:12][CH2:13][CH2:14][CH3:15])[OH:16])[C:5](=[CH:17][CH2:18][CH2:19][CH2:20][CH2:21][CH2:22][C:23](=[O:24])[O:25][CH3:26])[C:4]1=[O:27])=[O:28]. The reactants are CC#N, CC(C)=O, COC(=O)c1cc2c(C3OCCO3)cccc2s1, O, O=C(O)C(F)(F)F. The product is COC(=O)c1cc2c(C=O)cccc2s1. Reaction SMILES: [C:31](#[N:32])[CH3:33].[CH3:27][C:28]([CH3:29])=[O:30].[O:1]1[CH:2]([c:6]2[cH:7][cH:8][cH:9][c:10]3[s:11][c:12]([C:15](=[O:16])[O:17][CH3:18])[cH:13][c:14]23)[O:5][CH2:4][CH2:3]1.[OH2:26].[OH:19][C:20]([C:21]([F:22])([F:23])[F:24])=[O:25]>>[O:1]=[CH:2][c:6]1[cH:7][cH:8][cH:9][c:10]2[s:11][c:12]([C:15](=[O:16])[O:17][CH3:18])[cH:13][c:14]12. Reactants: FC=1C(=NC2=CC=CC(=C2N1)C1=CC=2C(NCCC2N1)=O)C (2-(3-fluoro-2-methylquinoxalin-5-yl)-6,7-dihydro-1H-pyrrolo[3,2-c]pyridin-4(5H)-one), CNC(C)C (N-methylpropan-2-amine). Solvent: CS(=O)C (DMSO). Reaction conditions: temperature 80 celsius, time 2 hour. Yields the product CC1=NC2=CC=CC(=C2N=C1N(C(C)C)C)C1=CC=2C(NCCC2N1)=O (2-(2-methyl-3-(methyl(1-methylethyl)amino)-5-quinoxalinyl)-1,5,6,7-tetrahydro-4H-pyrrolo[3,2-c]pyridin-4-one). RXN SMILES: F[C:2]1[C:3]([CH3:22])=[N:4][C:5]2[C:10]([N:11]=1)=[C:9]([C:12]1[NH:20][C:19]3[CH2:18][CH2:17][NH:16][C:15](=[O:21])[C:14]=3[CH:13]=1)[CH:8]=[CH:7][CH:6]=2.[CH3:23][NH:24][CH:25]([CH3:27])[CH3:26]>CS(C)=O>[CH3:22][C:3]1[C:2]([N:24]([CH3:23])[CH:25]([CH3:27])[CH3:26])=[N:11][C:10]2[C:5](=[CH:6][CH:7]=[CH:8][C:9]=2[C:12]2[NH:20][C:19]3[CH2:18][CH2:17][NH:16][C:15](=[O:21])[C:14]=3[CH:13]=2)[N:4]=1. Procedure details: Prepared according to Example 127, using 2-(3-fluoro-2-methylquinoxalin-5-yl)-6,7-dihydro-1H-pyrrolo[3,2-c]pyridin-4(5H)-one (Example 126; 40 mg, 0.135 mmol), N-methylpropan-2-amine (29.6 mg, 0.405 mmol, Sigma Aldrich), and DMSO (1.4 mL) and stirring at 80° C. for 2 h. Purification by high throughput parallel purification (Rilas Technologies, Woburn, Mass.) provided 2-(2-methyl-3-(methyl(1-methylethyl)amino)-5-quinoxalinyl)-1,5,6,7-tetrahydro-4H-pyrrolo[3,2-c]pyridin-4-one. 1H NMR (DMSO-d6) δ: 1... Reactants: CC(C)C1=C(OC(C(=O)OC)C2=CC(=CC=C2)Cl)C=CC(=C1)CO (Methyl 2-(2-(2-Propyl)-4-Hydroxymethyl -Phenoxy)-2-(3-Chlorophenyl)Acetate), P(Br)(Br)Br (phosphorous tribromide). The solvent is C(Cl)(Cl)(Cl)Cl (carbon tetrachloride). Reaction conditions: time 10 minute. The product is CC(C)C1=C(OC(C(=O)OC)C2=CC(=CC=C2)Cl)C=CC(=C1)CBr (Methyl 2-(2-(2-Propyl)-4-Bromomethyl -Phenoxy)-2-(3-Chlorophenyl)Acetate). The yield is 81.5%. RXN SMILES: [CH3:1][CH:2]([C:4]1[CH:22]=[C:21]([CH2:23]O)[CH:20]=[CH:19][C:5]=1[O:6][CH:7]([C:12]1[CH:17]=[CH:16][CH:15]=[C:14]([Cl:18])[CH:13]=1)[C:8]([O:10][CH3:11])=[O:9])[CH3:3].P(Br)(Br)[Br:26]>C(Cl)(Cl)(Cl)Cl>[CH3:1][CH:2]([C:4]1[CH:22]=[C:21]([CH2:23][Br:26])[CH:20]=[CH:19][C:5]=1[O:6][CH:7]([C:12]1[CH:17]=[CH:16][CH:15]=[C:14]([Cl:18])[CH:13]=1)[C:8]([O:10][CH3:11])=[O:9])[CH3:3]. Procedure: To a solution of 0.110 g (0.31 mmol) of the product of Step A dissolved in 1.0 mL of carbon tetrachloride was added 0.03 mL (1.6 mmol) of phosphorous tribromide and the reaction mixture was stirred at room temperature for 10 minutes. Carbon tetrachloride was evaporated from the reaction mixture several times to remove the hydrogen bromide, then the residue was purified on a silica gel flash chromatography column eluted with 15% EtOAc-hexane. The purified fractions were evaporated in vacuo afford... The reactants are [BH4-], COCCC(=O)c1cccc(Br)n1, CO, Cl, [Na+]. The product is COCCC(O)c1cccc(Br)n1. As a reaction SMILES: [BH4-:14].[Br:1][c:2]1[cH:3][cH:4][cH:5][c:6]([C:8]([CH2:9][CH2:10][O:11][CH3:12])=[O:13])[n:7]1.[CH3:16][OH:17].[ClH:18].[Na+:15]>>[Br:1][c:2]1[cH:3][cH:4][cH:5][c:6]([CH:8]([CH2:9][CH2:10][O:11][CH3:12])[OH:13])[n:7]1.